From a dataset of the Open Reaction Database (ORD), a public repository of structured organic reaction records. describe an organic reaction: reactants, conditions, products, and yield Starting materials: Cl.FC1=C(NC2=NC=NC3=CC(=C(C=C23)OC)[N+](=O)[O-])C=C(C(=C1)C)OC(=O)OC (4-(2-fluoro-5-methoxycarbonyloxy-4-methylanilino)-6-methoxy-7-nitroquinazoline hydrochloride). Reagents/catalysts: [Pd] (palladium-on-charcoal). Solvent: CO (methanol), C(C)O (ethanol). Run at time 7 hour. Yields the product Cl.NC1=C(C=C2C(=NC=NC2=C1)NC1=C(C=C(C(=C1)OC(=O)OC)C)F)OC (7-amino4-(2-fluoro-5-methoxycarbonyloxy-4-methylanilino)-6-methoxyquinazoline hydrochloride). The yield is 9.1%. RXN SMILES: [ClH:1].[F:2][C:3]1[CH:24]=[C:23]([CH3:25])[C:22]([O:26][C:27]([O:29][CH3:30])=[O:28])=[CH:21][C:4]=1[NH:5][C:6]1[C:15]2[C:10](=[CH:11][C:12]([N+:18]([O-])=O)=[C:13]([O:16][CH3:17])[CH:14]=2)[N:9]=[CH:8][N:7]=1>[Pd].CO.C(O)C>[ClH:1].[NH2:18][C:12]1[CH:11]=[C:10]2[C:15]([C:6]([NH:5][C:4]3[CH:21]=[C:22]([O:26][C:27]([O:29][CH3:30])=[O:28])[C:23]([CH3:25])=[CH:24][C:3]=3[F:2])=[N:7][CH:8]=[N:9]2)=[CH:14][C:13]=1[O:16][CH3:17] |f:0.1,5.6|. Procedure details: A mixture of 4-(2-fluoro-5-methoxycarbonyloxy-4-methylanilino)-6-methoxy-7-nitroquinazoline hydrochloride (1.1 g, 25 mmol) and 10% palladium-on-charcoal catalyst (220 mg) in methanol (200 ml) and ethanol (10 ml) was stirred under hydrogen at 2.7 atmospheres for 7 hours. The catalyst was removed by filtration through diatomaceous earth, the solvent removed from the filtrate by evaporation and the solid residue washed with ether, collected by filtration and dried under vacuum to give 7-amino4-(2-f... The reactants are C1=CC=CC=2C3=CC=CC=C3C(C12)COC(CCCN[C@@H](CS)C(=O)O)=O (4-(9-fluorenylmethoxy)-4-oxobutyl-L-cysteine), N[C@@H](CC(N)=O)C(=O)N[C@@H](COCC1=CC=CC=C1)C(=O)N[C@@H](CC1=CC=CC=C1)C(=O)N[C@@H](CCCNC(NS(=O)(=O)C1=CC=C(C)C=C1)=N)C(=O)N[C@@H](CC1=CC=C(C=C1)OCC1=CC=CC=C1)C(=O)OCC1=CC=CC=C1 (H-Asn-Ser(Bzl)-Phe-Arg(Tos)-Tyr(Bzl)-OBzl), C1=CC=CC=2C3=CC=CC=C3C(C12)COC([C@H](NCCC=O)C(=O)O)CS (3-(9-fluorenylmethoxy)-3-oxopropyl-L-homocysteine). The product is Amino acid, NCC(=O)O (Gly), N[C@@H]([C@@H](C)CC)C(=O)O (Ile), N[C@@H](CC1=CC=CC=C1)C(=O)O (Phe), N[C@@H](CC1=CC=C(C=C1)O)C(=O)O (Tyr). RXN SMILES: [CH:1]1C2C(COC(=O)CCC[NH:20][C@H:21]([C:24]([OH:26])=[O:25])CS)C3C(=CC=CC=3)C=2C=CC=1.C1C2C(COC(CS)[C@@H](C(O)=O)NCCC=O)C3C(=CC=CC=3)C=2C=CC=1.N[C@H](C(N[C@H](C(N[C@H](C(N[C@H](C([NH:108][C@H:109]([C:125]([O:127]CC1C=CC=CC=1)=[O:126])[CH2:110][C:111]1[CH:116]=[CH:115][C:114]([O:117]CC2C=CC=CC=2)=[CH:113][CH:112]=1)=O)CCCNC(=N)NS(C1C=CC(C)=CC=1)(=O)=O)=O)CC1C=CC=CC=1)=O)COCC1C=CC=CC=1)=O)CC(=O)N>>[NH2:20][CH2:21][C:24]([OH:26])=[O:25].[NH2:108][C@H:109]([C:125]([OH:127])=[O:126])[C@H:110]([CH2:111][CH3:116])[CH3:1].[NH2:108][C@H:109]([C:125]([OH:127])=[O:126])[CH2:110][C:111]1[CH:116]=[CH:115][CH:114]=[CH:113][CH:112]=1.[NH2:108][C@H:109]([C:125]([OH:127])=[O:126])[CH2:110][C:111]1[CH:112]=[CH:113][C:114]([OH:117])=[CH:115][CH:116]=1. Reported procedure: By following the procedure of Examples 5 to 12, but replacing N-(t-butyloxycarbonyl)-S-(4-(9-fluorenylmethoxy)-4-oxobutyl-L-cysteine with N-(t-butyloxycarbonyl)-S-(3-(9-fluorenylmethoxy)-3-oxopropyl-L-homocysteine, and replacing H-Asn-Ser(Bzl)-Phe-Arg(Tos)-Tyr(Bzl)-OCH3 with H-Asn-Ser(Bzl)-Phe-Arg(Tos)-Tyr(Bzl)-OBzl, rat[(CH2CH2CO)105, hCys121 ]ANF-(105-126) is obtained Amino acid analysis of the product (1,Q=CH2CH2, R1=Phe, R2 =Gly, R3 =Ile, R4 =Phe, R5 =Tyr, X=S, Y1 des-Y and W is hydroxy) gav... Starting materials: BrC1=C(C(=NC=C1)C1CC1)C1=CC(=CC=2NC(NC21)=O)C=2C(=NOC2C)C (4-(4-bromo-2-cyclopropylpyridin-3-yl)-6-(3,5-dimethylisoxazol-4-yl)-1H-benzo[d]imidazol-2(3H)-one), C1(CC1)B(O)O (cyclopropyl boronic acid), [O-]P(=O)([O-])[O-].[K+].[K+].[K+] (K3PO4). Reagents/catalysts: ClCCl.[Pd+2].ClC1=C([C-](C=C1)P(C1=CC=CC=C1)C1=CC=CC=C1)Cl.[C-]1(C=CC=C1)P(C1=CC=CC=C1)C1=CC=CC=C1.[Fe+2] (dichloro 1,1′-bis(diphenylphosphino)ferrocene palladium (II) dichloromethane). Run in O1CCOCC1 (dioxane). Run at temperature 100 celsius. Product: C1(CC1)C1=NC=CC(=C1C1=CC(=CC=2NC(NC21)=O)C=2C(=NOC2C)C)C2CC2 (4-(2,4-dicyclopropylpyridin-3-yl)-6-(3,5-dimethylisoxazol-4-yl)-1H-benzo[d]imidazol-2(3H)-one). Yield: 34.9%. RXN SMILES: Br[C:2]1[CH:7]=[CH:6][N:5]=[C:4]([CH:8]2[CH2:10][CH2:9]2)[C:3]=1[C:11]1[C:19]2[NH:18][C:17](=[O:20])[NH:16][C:15]=2[CH:14]=[C:13]([C:21]2[C:22]([CH3:27])=[N:23][O:24][C:25]=2[CH3:26])[CH:12]=1.[CH:28]1(B(O)O)[CH2:30][CH2:29]1.[O-]P([O-])([O-])=O.[K+].[K+].[K+]>O1CCOCC1.ClCCl.[Pd+2].ClC1C=C[C-](P(C2C=CC=CC=2)C2C=CC=CC=2)C=1Cl.[C-]1(P(C2C=CC=CC=2)C2C=CC=CC=2)C=CC=C1.[Fe+2]>[CH:8]1([C:4]2[C:3]([C:11]3[C:19]4[NH:18][C:17](=[O:20])[NH:16][C:15]=4[CH:14]=[C:13]([C:21]4[C:22]([CH3:27])=[N:23][O:24][C:25]=4[CH3:26])[CH:12]=3)=[C:2]([CH:28]3[CH2:30][CH2:29]3)[CH:7]=[CH:6][N:5]=2)[CH2:10][CH2:9]1 |f:2.3.4.5,7.8.9.10.11|. Procedure details: 4-(4-bromo-2-cyclopropylpyridin-3-yl)-6-(3,5-dimethylisoxazol-4-yl)-1H-benzo[d]imidazol-2(3H)-one (17 mg, 0.04 mmol) and cyclopropyl boronic acid (100 mg, 1.2 mmol) were dissolved in dioxane (2 mL). To the reaction mixture were added K3PO4 (50 mg, 0.24 mol) and dichloro 1,1′-bis(diphenylphosphino)ferrocene palladium (II) dichloromethane (10 mg, 0.012 mmol). The reaction mixture was heated at 100° C. for 3 h. Solvent was evaporated, the residue was dissolved in EtOAc, washed with brine, evaporate... Reaction SMILES: [C:1]([C:2]([CH3:3])([CH3:4])[CH3:5])(=[O:6])[O:7][CH:8]1[CH2:9][CH:10]([OH:12])[CH2:11]1.[Cl:28][CH2:29][Cl:30].[S:13]([O:14][Si:21]([CH3:22])([CH3:23])[C:24]([CH3:25])([CH3:26])[CH3:27])([C:15]([F:16])([F:17])[F:18])(=[O:19])=[O:20]>>[C:1]([C:2]([CH3:3])([CH3:4])[CH3:5])(=[O:6])[O:7][CH:8]1[CH2:9][CH:10]([O:12][Si:21]([CH3:22])([CH3:23])[C:24]([CH3:25])([CH3:26])[CH3:27])[CH2:11]1. Product: CC(C)(C)C(=O)OC1CC(O[Si](C)(C)C(C)(C)C)C1. The reactants are CC(C)(C)C(=O)OC1CC(O)C1, ClCCl, CC(C)(C)[Si](C)(C)OS(=O)(=O)C(F)(F)F.